Dataset: the Open Reaction Database (ORD), a public repository of structured organic reaction records. Task: describe an organic reaction: reactants, conditions, products, and yield Starting materials: ClC1=C(C(=NC2=CC=C(C=C12)C(=O)C1=C(N=C(O1)C)C)OC)CC1=CC=C(C=C1)C(F)(F)F ((4-chloro-2-methoxy-3-(4-(trifluoromethyl)benzyl)quinolin-6-yl)(2,4-dimethyloxazol-5-yl)methanone), ClC1=C(C(=NC2=CC=C(C=C12)C(=O)C1=C(N=C(O1)C)C)OC)CC1=CC=C(C=C1)C(F)(F)F ((4-chloro-2-methoxy-3-(4-(trifluoromethyl)benzyl)quinolin-6-yl)(2,4-dimethyloxazol-5-yl)methanone), [Li]C (MeLi). Run in C1CCOC1 (THF). Conditions: temperature -78 celsius. Product: ClC1=C(C(=NC2=CC=C(C=C12)C(C)(O)C1=C(N=C(O1)C)C)OC)CC1=CC=C(C=C1)C(F)(F)F (1-(4-Chloro-2-methoxy-3-(4-(trifluoromethyl)benzyl)quinolin-6-yl)-1-(2,4-dimethyloxazol-5-yl)ethanol). Reaction SMILES: [Cl:1][C:2]1[C:11]2[C:6](=[CH:7][CH:8]=[C:9]([C:12]([C:14]3[O:18][C:17]([CH3:19])=[N:16][C:15]=3[CH3:20])=[O:13])[CH:10]=2)[N:5]=[C:4]([O:21][CH3:22])[C:3]=1[CH2:23][C:24]1[CH:29]=[CH:28][C:27]([C:30]([F:33])([F:32])[F:31])=[CH:26][CH:25]=1.[Li][CH3:35]>C1COCC1>[Cl:1][C:2]1[C:11]2[C:6](=[CH:7][CH:8]=[C:9]([C:12]([C:14]3[O:18][C:17]([CH3:19])=[N:16][C:15]=3[CH3:20])([OH:13])[CH3:35])[CH:10]=2)[N:5]=[C:4]([O:21][CH3:22])[C:3]=1[CH2:23][C:24]1[CH:25]=[CH:26][C:27]([C:30]([F:31])([F:33])[F:32])=[CH:28][CH:29]=1. Procedure: To a flask containing (4-chloro-2-methoxy-3-(4-(trifluoromethyl)benzyl)quinolin-6-yl)(2,4-dimethyloxazol-5-yl)methanone (0.225 g, 0.474 mmol, Intermediate 11: step b) was added THF (15 mL). The solution was cooled to −78° C. and MeLi (1.6 M in Et2O, 0.36 mL, 0.58 mmol) was introduced which resulted in an immediate light orange homogeneous mixture. After 35 minutes the reaction mixture was quenched with aqueous NH4Cl solution. The aqueous portion was extracted with EtOAc (4×30 mL) and the combine... Product: ClC1=CC=C(C=C1)C1=C(C=CC=C1)CN1[C@H](CC(CC1)=O)C ((S)-1-(4′-Chloro-biphenyl-2-ylmethyl)-2-methyl-piperidin-4-one). Run at temperature 70 celsius, time 15 minute. Run in C(C)#N (acetonitrile). The reactants are Cl.C[C@@H]1NCCC(C1)=O ((S)-2-Methyl-piperidin-4-one hydrochloride), C(=O)([O-])[O-].[K+].[K+] (K2CO3), ClC1=CC=C(C=C1)C1=C(C=CC=C1)CI (4′-Chloro-2-(iodomethyl)biphenyl). The yield is 84.9%. Procedure details: (S)-2-Methyl-piperidin-4-one hydrochloride (100 mg, 0.67 mmol) was combined with K2CO3 (554 mg, 4.0 mmol) in acetonitrile (5.0 mL) and stirred for 15 minutes. 4′-Chloro-2-(iodomethyl)biphenyl (220 mg, 0.668 mmol) was added, and the resulting mixture was heated to 70° C. and stirred for 16 hours. The reaction was cooled to room temperature, filtered, and concentrated. The crude residue was purified by flash chromatography on silica gel (heptanes/EtOAc gradient) to afford the title compound as an ... As a reaction SMILES: Cl.[CH3:2][C@H:3]1[CH2:8][C:7](=[O:9])[CH2:6][CH2:5][NH:4]1.C([O-])([O-])=O.[K+].[K+].[Cl:16][C:17]1[CH:22]=[CH:21][C:20]([C:23]2[CH:28]=[CH:27][CH:26]=[CH:25][C:24]=2[CH2:29]I)=[CH:19][CH:18]=1>C(#N)C>[Cl:16][C:17]1[CH:18]=[CH:19][C:20]([C:23]2[CH:28]=[CH:27][CH:26]=[CH:25][C:24]=2[CH2:29][N:4]2[CH2:5][CH2:6][C:7](=[O:9])[CH2:8][C@@H:3]2[CH3:2])=[CH:21][CH:22]=1 |f:0.1,2.3.4|.